describe an organic reaction: reactants, conditions, products, and yield From a dataset of the Open Reaction Database (ORD), a public repository of structured organic reaction records. The reactants are C(C)(C)[O-].C(C)(C)[O-].C(C)(C)[O-].[Al+3] (aluminium tri-isopropanolate), C(C=C)(=O)O (acrylic acid), resultant product. Reaction conditions: temperature 32 celsius. Yields the product C(C=C)(=O)[O-].C(C=C)(=O)[O-].C(C=C)(=O)[O-].[Al+3] (Aluminium Tri-Acrylate). As a reaction SMILES: C([O-])(C)C.C([O-])(C)C.C([O-])(C)C.[Al+3:13].[C:14]([OH:18])(=[O:17])[CH:15]=[CH2:16]>>[C:14]([O-:18])(=[O:17])[CH:15]=[CH2:16].[C:14]([O-:18])(=[O:17])[CH:15]=[CH2:16].[C:14]([O-:18])(=[O:17])[CH:15]=[CH2:16].[Al+3:13] |f:0.1.2.3,5.6.7.8|. Procedure details: Into the flask described hereinabove there were placed 204.2 grams of aluminium tri-isopropanolate to which 216 grams of acrylic acid were added during 8 minutes at room temperature (25° C.). The procedure was as set forth hereinabove. Owing to the reaction heat, the temperature increased to 32° C. The resultant product was a white, solid substance. The rotary evaporator heating then was switched on and gradually heated to 70° C. At the same time the vacuum was gradually adjusted to 24 mbar. The... Reactants: Cl.ClC=1C=C(C=NC1OCC(F)(F)F)C(C)N ((+)-1-(5-chloro-6-(2,2,2-trifluoroethoxy)pyridin-3-yl)ethanamine hydrochloride), NC=1OC(=CN1)C(=O)O (2-aminooxazole-5-carboxylic acid). Yields the product NC=1OC(=CN1)C(=O)NC(C)C=1C=NC(=C(C1)Cl)OCC(F)(F)F (2-amino-N-(1-(5-chloro-6-(2,2,2-trifluoroethoxy)pyridin-3-yl)ethyl)oxazole-5-carboxamide). Isolated yield 47.0%. Reaction SMILES: Cl.[Cl:2][C:3]1[CH:4]=[C:5]([CH:15]([NH2:17])[CH3:16])[CH:6]=[N:7][C:8]=1[O:9][CH2:10][C:11]([F:14])([F:13])[F:12].[NH2:18][C:19]1[O:20][C:21]([C:24](O)=[O:25])=[CH:22][N:23]=1>>[NH2:18][C:19]1[O:20][C:21]([C:24]([NH:17][CH:15]([C:5]2[CH:6]=[N:7][C:8]([O:9][CH2:10][C:11]([F:12])([F:13])[F:14])=[C:3]([Cl:2])[CH:4]=2)[CH3:16])=[O:25])=[CH:22][N:23]=1 |f:0.1|. Reported procedure: The title compound is prepared in 47% yield (106 mg, clear colorless oil) from (+)-1-(5-chloro-6-(2,2,2-trifluoroethoxy)pyridin-3-yl)ethanamine hydrochloride (182 mg, 0.63 mmol, Amine-5, single enantiomer) and 2-aminooxazole-5-carboxylic acid (80 mg, 0.63 mmol) by the similar manner in Step-1 of Example 8. Starting materials: FC=1C=C(C=CC1OC(F)(F)F)C1CC(CN(C1)C(=O)N1CCSCC1)C(=O)OC (Methyl 5-[3-fluoro-4-(trifluoromethoxy)phenyl]-1-(thiomorpholin-4-ylcarbonyl)piperidine-3-carboxylate), CC(C)([O-])C.[K+] (potassium tert-butoxide). The product is FC=1C=C(C=CC1OC(F)(F)F)C1CC(CN(C1)C(=O)N1CCSCC1)C(=O)O (5-[3-Fluoro-4-(trifluoromethoxy)phenyl]-1-(thiomorpholin-4-ylcarbonyl)piperidine-3-carboxylic acid). Reaction SMILES: [F:1][C:2]1[CH:3]=[C:4]([CH:13]2[CH2:18][N:17]([C:19]([N:21]3[CH2:26][CH2:25][S:24][CH2:23][CH2:22]3)=[O:20])[CH2:16][CH:15]([C:27]([O:29]C)=[O:28])[CH2:14]2)[CH:5]=[CH:6][C:7]=1[O:8][C:9]([F:12])([F:11])[F:10].CC(C)([O-])C.[K+]>>[F:1][C:2]1[CH:3]=[C:4]([CH:13]2[CH2:18][N:17]([C:19]([N:21]3[CH2:26][CH2:25][S:24][CH2:23][CH2:22]3)=[O:20])[CH2:16][CH:15]([C:27]([OH:29])=[O:28])[CH2:14]2)[CH:5]=[CH:6][C:7]=1[O:8][C:9]([F:12])([F:10])[F:11] |f:1.2|. Reported procedure: According to General Method 4A, 1.95 g (4.329 mmol) of the compound from Example 94A were reacted with 4.86 g (43.3 mmol) of potassium tert-butoxide. Yield: 1.66 g (83% of theory). Starting materials: CCOC(=O)C(C)Oc1ccc(Cl)nc1Cl, Cl, [Na+], [OH-]. Product: CC(Oc1ccc(Cl)nc1Cl)C(=O)O. RXN SMILES: [CH2:1]([CH3:2])[O:3][C:4]([CH:5]([CH3:6])[O:7][c:8]1[c:9]([Cl:15])[n:10][c:11]([Cl:14])[cH:12][cH:13]1)=[O:16].[ClH:17].[Na+:19].[OH-:18]>>[O:3]=[C:4]([CH:5]([CH3:6])[O:7][c:8]1[c:9]([Cl:15])[n:10][c:11]([Cl:14])[cH:12][cH:13]1)[OH:16]. Reaction SMILES: [BH4-:35].[CH2:1]([CH2:2][CH2:3][CH3:4])[c:5]1[cH:6][cH:7][c:8]([C:11]#[C:12][c:13]2[cH:14][cH:15][c:16]([CH:17]=[O:18])[cH:19][cH:20]2)[cH:9][cH:10]1.[CH2:48]1[O:49][CH2:50][CH2:51][CH2:52]1.[CH3:39][c:40]1[cH:41][cH:42][cH:43][cH:44][cH:45]1.[CH3:46][OH:47].[Cl-:37].[NH2:21][c:22]1[cH:23][c:24]2[c:25]([cH:33][cH:34]1)[O:26][C:27]([CH3:31])([CH3:32])[O:28][C:29]2=[O:30].[Na+:36].[Na+:38].[OH2:53]>>[CH2:1]([CH2:2][CH2:3][CH3:4])[c:5]1[cH:6][cH:7][c:8]([C:11]#[C:12][c:13]2[cH:14][cH:15][c:16]([CH2:17][NH:21][c:22]3[cH:23][c:24]4[c:25]([cH:33][cH:34]3)[O:26][C:27]([CH3:31])([CH3:32])[O:28][C:29]4=[O:30])[cH:19][cH:20]2)[cH:9][cH:10]1. Starting materials: [BH4-], CCCCc1ccc(C#Cc2ccc(C=O)cc2)cc1, C1CCOC1, Cc1ccccc1, CO, [Cl-], CC1(C)OC(=O)c2cc(N)ccc2O1, [Na+], [Na+], O. Yields the product CCCCc1ccc(C#Cc2ccc(CNc3ccc4c(c3)C(=O)OC(C)(C)O4)cc2)cc1.